This data is from the Open Reaction Database (ORD), a public repository of structured organic reaction records. The task is: describe an organic reaction: reactants, conditions, products, and yield Run at time 2 hour. The yield is 147.1%. Run in C(C)(=O)O (acetic acid). Starting materials: NC1=C(C(C(=O)NN)=CC=C1)C(=O)NN (3-amino phthalhydrazide), C1(\C=C/C(=O)O1)=O (maleic anhydride). Reaction SMILES: [NH2:1][C:2]1[CH:11]=[CH:10][CH:9]=[C:4]([C:5](NN)=[O:6])[C:3]=1[C:12]([NH:14][NH2:15])=[O:13].[C:16]1(=[O:22])[O:21][C:19](=[O:20])[CH:18]=[CH:17]1>C(O)(=O)C>[CH:10]1[CH:11]=[C:2]([NH2:1])[C:3]2[C:12]([NH:14][NH:15][C:5](=[O:6])[C:4]=2[CH:9]=1)=[O:13].[C:16]([OH:21])(=[O:22])/[CH:17]=[CH:18]\[C:19]([NH2:1])=[O:20] |f:3.4|. The product is C1=CC2=C(C(=C1)N)C(=O)NNC2=O.C(\C=C/C(=O)N)(=O)O (luminol maleamic acid). Procedure: A mixture of 1.77 grams (0.01 mol) of 3-amino phthalhydrazide and 1.5 grams of maleic anhydride in 10 milliliters of acetic acid was stirred at ambient temperature for 2 hours. The reddish product was filtered and washed with ether. 2.15 grams of luminol-maleamic acid was obtained. lR (KBR) showed bands at 3100; 3020; 2940; 2920; 2600; 1720; 1703; 1650; 1630; 1592; 1560; 1528; 1492; 1460; 1330; 1300; 1285; 1230; 1180 and 1120 cm-1.